From a dataset of the Open Reaction Database (ORD), a public repository of structured organic reaction records. describe an organic reaction: reactants, conditions, products, and yield Starting materials: BrCC(C)C1=CC=2CC3=CC=CC=C3OC2C=C1 (2-(1-bromo-2-propyl)-xanthene), O=O (oxygen), [NH4+].[Cl-] (NH4Cl). Solvent: CCOCC (ether). Product: C1=C(C=CC=2OC3=CC=CC=C3CC12)C(CO)C (2-(2-xanthenyl)-propanol). Reaction SMILES: Br[CH2:2][CH:3]([C:5]1[CH:18]=[CH:17][C:16]2[O:15][C:14]3[C:9](=[CH:10][CH:11]=[CH:12][CH:13]=3)[CH2:8][C:7]=2[CH:6]=1)[CH3:4].[O:19]=O.[NH4+].[Cl-]>CCOCC>[CH:6]1[C:7]2[CH2:8][C:9]3[C:14](=[CH:13][CH:12]=[CH:11][CH:10]=3)[O:15][C:16]=2[CH:17]=[CH:18][C:5]=1[CH:3]([CH3:4])[CH2:2][OH:19] |f:2.3|. Reported procedure: 3.03 g. of 2-(1-bromo-2-propyl)-xanthene is reacted with 0.26 g. of Mg filings in 100 ml. of ether. The mixture is cooled to -5°, oxygen is introduced for 4 hours, and the mixture is combined with aqueous NH4Cl solution. The usual working-up step yields 2-(2-xanthenyl)-propanol, m.p. 86°-89°. Conditions: time 1 hour. Solvent: C1(=CC=CC=C1)C.C(C)O.O (toluene ethanol water). RXN SMILES: Br[C:2]1[CH:3]=[CH:4][C:5]2[S:11](=[O:13])(=[O:12])[CH2:10][CH2:9][C:8]([C:14]([O:16][CH3:17])=[O:15])=[CH:7][C:6]=2[CH:18]=1.B([O-])([O-])O[C:21]1[CH:26]=[CH:25][C:24]([Cl:27])=[CH:23][CH:22]=1.C(=O)([O-])[O-].[K+].[K+]>C1(C)C=CC=CC=1.C(O)C.O.C1C=CC([P]([Pd]([P](C2C=CC=CC=2)(C2C=CC=CC=2)C2C=CC=CC=2)([P](C2C=CC=CC=2)(C2C=CC=CC=2)C2C=CC=CC=2)[P](C2C=CC=CC=2)(C2C=CC=CC=2)C2C=CC=CC=2)(C2C=CC=CC=2)C2C=CC=CC=2)=CC=1>[Cl:27][C:24]1[CH:25]=[CH:26][C:21]([C:2]2[CH:3]=[CH:4][C:5]3[S:11](=[O:13])(=[O:12])[CH2:10][CH2:9][C:8]([C:14]([O:16][CH3:17])=[O:15])=[CH:7][C:6]=3[CH:18]=2)=[CH:22][CH:23]=1 |f:2.3.4,5.6.7,^1:50,52,71,90|. The reagents and catalysts are C=1C=CC(=CC1)[P](C=2C=CC=CC2)(C=3C=CC=CC3)[Pd]([P](C=4C=CC=CC4)(C=5C=CC=CC5)C=6C=CC=CC6)([P](C=7C=CC=CC7)(C=8C=CC=CC8)C=9C=CC=CC9)[P](C=1C=CC=CC1)(C=1C=CC=CC1)C=1C=CC=CC1 (tetrakistriphenylphosphinepalladium). Yields the product ClC1=CC=C(C=C1)C=1C=CC2=C(C=C(CCS2(=O)=O)C(=O)OC)C1 (methyl 7-(4-chlorophenyl)-1,1-dioxo-2,3-dihydro-1-benzothiepine-4-carboxylate). Isolated yield 60.8%. Procedure details: Under argon atmosphere, methyl 7-bromo-1,1-dioxo-2,3-dihydro-1-benzothiepine-4-carboxylate (0.70 g), a mixture of 4-chlorophenyl borate (0.38 g) and potassium carbonate (0.59 g) in toluene/ethanol/water (20/2/2 ml) was stirred at room temperature for 1 hour. To the mixture was added tetrakistriphenylphosphinepalladium (0.12 g), and the mixture was refluxed for 20 hours, cooled, extracted with ethyl acetate, washed with saturated brine, dried with magnesium sulfate and concentrated under reduced ... The reactants are BrC=1C=CC2=C(C=C(CCS2(=O)=O)C(=O)OC)C1 (methyl 7-bromo-1,1-dioxo-2,3-dihydro-1-benzothiepine-4-carboxylate), B(OC1=CC=C(C=C1)Cl)([O-])[O-] (4-chlorophenyl borate), C([O-])([O-])=O.[K+].[K+] (potassium carbonate). The reactants are C(CCCCCCC)C1(C=CC(C1)=O)O[Si](C)(C)C (4-octyl-4-trimethylsilyloxy-2-cyclopentenone), [Cl-].[NH4+] (ammonium chloride), C(C)(C)N(CC)C(C)C (diisopropylethylamine), dibutylboron trifurate, C(C)(=O)O[C@@H](C=CC=O)[C@@H](COC(C)=O)OC(C)(C)OC ((4S,5R)-4,6-diacetoxy-5-(1-methoxy-1-methylethyloxy)-2-hexenal). Solvent: CCCCCC (hexane), CCOCC (ether), CCOCC (ether). Conditions: temperature -78 celsius, time 1 hour. Product: C(C)(=O)O[C@@H](C=CC(O)C1C(C=CC1=O)(O[Si](C)(C)C)CCCCCCCC)[C@@H](COC(C)=O)OC(C)(C)OC (5-[(4S,5R)-4,6-diacetoxy-1-hydroxy-5-(1-methoxy-1-methylethyloxy)-2-hexen-1-yl]-4-octyl-4-trimethylsilyloxy-2-cyclopentenone). Yield: 59.7%. Reaction SMILES: [CH2:1]([C:9]1([O:15][Si:16]([CH3:19])([CH3:18])[CH3:17])[CH2:13][C:12](=[O:14])[CH:11]=[CH:10]1)[CH2:2][CH2:3][CH2:4][CH2:5][CH2:6][CH2:7][CH3:8].C(N(C(C)C)CC)(C)C.O1C=CC=C1C([O-])=O.O1C=CC=C1C([O-])=O.O1C=CC=C1C([O-])=O.C([B+3]CCCC)CCC.[C:62]([O:65][C@H:66]([C@H:71]([O:77][C:78]([O:81][CH3:82])([CH3:80])[CH3:79])[CH2:72][O:73][C:74](=[O:76])[CH3:75])[CH:67]=[CH:68][CH:69]=[O:70])(=[O:64])[CH3:63].[Cl-].[NH4+]>CCOCC.CCCCCC>[C:62]([O:65][C@H:66]([C@H:71]([O:77][C:78]([O:81][CH3:82])([CH3:80])[CH3:79])[CH2:72][O:73][C:74](=[O:76])[CH3:75])[CH:67]=[CH:68][CH:69]([CH:13]1[C:12](=[O:14])[CH:11]=[CH:10][C:9]1([CH2:1][CH2:2][CH2:3][CH2:4][CH2:5][CH2:6][CH2:7][CH3:8])[O:15][Si:16]([CH3:19])([CH3:18])[CH3:17])[OH:70])(=[O:64])[CH3:63] |f:2.3.4.5,7.8|. Procedure details: A solution composed of 1 g (3.55 mmoles) of 4-octyl-4-trimethylsilyloxy-2-cyclopentenone, 5 ml of dry hexane and 5 ml of dry ether was cooled to -78° C. under a nitrogen stream, and 870 microliters (5 mmoles) of diisopropylethylamine and then 4.6 ml (4.6 mmoles) of dibutylboron trifurate (lM CH2Cl2 solution) were added. The mixture was stirred at -78° C. for 1 hour. An ether solution (3 ml) of 1070 mg (3.55 mmoles) of (4S,5R)-4,6-diacetoxy-5-(1-methoxy-1-methylethyloxy)-2-hexenal was added, and ...